Dataset: the Open Reaction Database (ORD), a public repository of structured organic reaction records. Task: describe an organic reaction: reactants, conditions, products, and yield The reactants are CCCCOc1ccc(S(=O)(=O)C2(C(=O)OCC)CCN(CCCC)CC2)cc1, CO, [Na+], [OH-]. The product is CCCCOc1ccc(S(=O)(=O)C2(C(=O)O)CCN(CCCC)CC2)cc1. Reaction SMILES: [CH2:1]([CH3:2])[O:3][C:4](=[O:5])[C:6]1([S:16](=[O:17])(=[O:18])[c:19]2[cH:20][cH:21][c:22]([O:25][CH2:26][CH2:27][CH2:28][CH3:29])[cH:23][cH:24]2)[CH2:7][CH2:8][N:9]([CH2:12][CH2:13][CH2:14][CH3:15])[CH2:10][CH2:11]1.[CH3:30][OH:31].[Na+:33].[OH-:32]>>[O:3]=[C:4]([OH:5])[C:6]1([S:16](=[O:17])(=[O:18])[c:19]2[cH:20][cH:21][c:22]([O:25][CH2:26][CH2:27][CH2:28][CH3:29])[cH:23][cH:24]2)[CH2:7][CH2:8][N:9]([CH2:12][CH2:13][CH2:14][CH3:15])[CH2:10][CH2:11]1. Reactants: BrC=1C=C2[C@@H]3[C@H](N4C2=C(C1)CC4)CCN(C3)C(=O)OC(C)(C)C (tert-butyl (±)-cis-2-bromo-4,5,7,8,10,10a-hexahydropyrido[4,3-b]pyrrolo[3,2,1-hi]indole-9(6aH)-carboxylate), COC1=C(C=CC(=C1)OC)B(O)O (2,4-dimethoxyphenylboronic acid). The product is COC1=C(C=CC(=C1)OC)C=1C=C2[C@@H]3[C@H](N4C2=C(C1)CC4)CCN(C3)C(=O)OC(C)(C)C (tert-butyl (±)-cis-2-(2,4-dimethoxyphenyl)-4,5,7,8,10,10a-hexahydropyrido[4,3-b]pyrrolo[3,2,1-hi]indole-9(6aH)-carboxylate). Reaction SMILES: Br[C:2]1[CH:3]=[C:4]2[C:8]3=[C:9]([CH2:11][CH2:12][N:7]3[C@@H:6]3[CH2:13][CH2:14][N:15]([C:17]([O:19][C:20]([CH3:23])([CH3:22])[CH3:21])=[O:18])[CH2:16][C@H:5]23)[CH:10]=1.[CH3:24][O:25][C:26]1[CH:31]=[C:30]([O:32][CH3:33])[CH:29]=[CH:28][C:27]=1B(O)O>>[CH3:24][O:25][C:26]1[CH:31]=[C:30]([O:32][CH3:33])[CH:29]=[CH:28][C:27]=1[C:2]1[CH:3]=[C:4]2[C:8]3=[C:9]([CH2:11][CH2:12][N:7]3[C@@H:6]3[CH2:13][CH2:14][N:15]([C:17]([O:19][C:20]([CH3:21])([CH3:22])[CH3:23])=[O:18])[CH2:16][C@H:5]23)[CH:10]=1. Procedure: The title compound was prepared by the method of Example 90 from tert-butyl (±)-cis-2-bromo-4,5,7,8,10,10a-hexahydropyrido[4,3-b]pyrrolo[3,2,1-hi]indole-9(6aH)-carboxylate (143 mg, 0.32 mmol) and corresponding 2,4-dimethoxyphenylboronic acid (115 mg, 0.63 mmol), to afford after chromatographic purification the title compound (92 mg, 66%) as a white amorphous solid. 1H NMR (CDCl3, 300 MHz) δ7.15-7.18 (m, 1H), 7.08 (s, 1H), 7.04 (s, 1H), 6.40-6.60 (m, 2H), 3.75-4.00 (m, 7H), 3.60-3.70 (m, 1H), 3.0... The reactants are C(C1=CC=CC=C1)OC(=O)N1[C@H](C(=O)O)CCC(C1)O (1 -benzyloxycarbonyl-5-hydroxy-(S)-pipecolic acid), CC(=O)C.OS(=O)(=O)O.O=[Cr](=O)=O (Jones reagent). Run in CC(=O)C (acetone). Product: C(C1=CC=CC=C1)OC(=O)N1[C@H](C(=O)O)CCC(C1)=O (1-benzyloxycarbonyl-5-keto-(S)-pipecolic acid). As a reaction SMILES: [CH2:1]([O:8][C:9]([N:11]1[CH2:19][CH:18]([OH:20])[CH2:17][CH2:16][C@H:12]1[C:13]([OH:15])=[O:14])=[O:10])[C:2]1[CH:7]=[CH:6][CH:5]=[CH:4][CH:3]=1.CC(C)=O.OS(O)(=O)=O.O=[Cr](=O)=O>CC(C)=O>[CH2:1]([O:8][C:9]([N:11]1[CH2:19][C:18](=[O:20])[CH2:17][CH2:16][C@H:12]1[C:13]([OH:15])=[O:14])=[O:10])[C:2]1[CH:7]=[CH:6][CH:5]=[CH:4][CH:3]=1 |f:1.2.3|. Procedure: Dissolve 1 -benzyloxycarbonyl-5-hydroxy-(S)-pipecolic acid (prepared from 5-hydroxy-(S)-pipecolic acid in 2N sodium hydroxide solution treated with benzylchlorformate in diethyl ether) in acetone and treat with Jones reagent to obtain 1-benzyloxycarbonyl-5-keto-(S)-pipecolic acid. Then esterify in methanol to give the respective methyl ester. The reactants are NC=1SC=C(N1)C(C(=O)O)=NOCCCCC (2-(2-Aminothiazol-4-yl)-2-pentyloxyiminoacetic acid), C(C)(=O)OC(C)=O (acetic anhydride). Solvent: C(=O)O (formic acid). Product: C(=O)NC=1SC=C(N1)C(C(=O)O)=NOCCCCC (2-(2-formamidothiazol-4-yl)-2-pentyloxyiminoacetic acid). The yield is 88.4%. RXN SMILES: [NH2:1][C:2]1[S:3][CH:4]=[C:5]([C:7](=[N:11][O:12][CH2:13][CH2:14][CH2:15][CH2:16][CH3:17])[C:8]([OH:10])=[O:9])[N:6]=1.[C:18](OC(=O)C)(=[O:20])C>C(O)=O>[CH:18]([NH:1][C:2]1[S:3][CH:4]=[C:5]([C:7](=[N:11][O:12][CH2:13][CH2:14][CH2:15][CH2:16][CH3:17])[C:8]([OH:10])=[O:9])[N:6]=1)=[O:20]. Procedure details: 2-(2-Aminothiazol-4-yl)-2-pentyloxyiminoacetic acid (syn isomer, 15 g.), acetic anhydride (23.8 g.) and formic acid (10.7 g.) were treated in a similar manner to that of Example F-(5) to give 2-(2-formamidothiazol-4-yl)-2-pentyloxyiminoacetic acid (syn isomer, 14.7 g.), mp 125° C. (dec.).